From a dataset of the Open Reaction Database (ORD), a public repository of structured organic reaction records. describe an organic reaction: reactants, conditions, products, and yield Starting materials: FC1=C(C(=O)O)C=C(C(=C1F)F)F (2,3,4,5-tetrafluorobenzoic acid), C(C(=O)Cl)(=O)Cl (oxalyl chloride). The reagents and catalysts are CN(C=O)C (N,N-dimethylformamide). Solvent: ClCCl (dichloromethane). Run at time 8 hour. The product is FC1=C(C(=O)Cl)C=C(C(=C1F)F)F (2,3,4,5-tetrafluorobenzoyl chloride). RXN SMILES: [F:1][C:2]1[C:10]([F:11])=[C:9]([F:12])[C:8]([F:13])=[CH:7][C:3]=1[C:4](O)=[O:5].C(Cl)(=O)C([Cl:17])=O>ClCCl.CN(C)C=O>[F:1][C:2]1[C:10]([F:11])=[C:9]([F:12])[C:8]([F:13])=[CH:7][C:3]=1[C:4]([Cl:17])=[O:5]. Reported procedure: To 30.0 g (155 mmol) of 2,3,4,5-tetrafluorobenzoic acid in 75 ml of dichloromethane was added 14.8 ml (1.1 equivalents) of oxalyl chloride. The mixture was then treated with three drops of dry N,N-dimethylformamide and the vigorous reaction was stirred at room temperature overnight. The mixture was then concentrated to an oil, taken up in toluene, and reconcentrated to afford 2,3,4,5-tetrafluorobenzoyl chloride which was used in the next step. Starting materials: C#CCBr, CC(C)=O, [K+], [K+], O=C([O-])[O-], O=C1NCc2ccc(O)cc21. Yields the product C#CCOc1ccc2c(c1)C(=O)NC2. As a reaction SMILES: [CH2:12]([C:13]#[CH:14])[Br:15].[CH3:22][C:23](=[O:24])[CH3:25].[K+:16].[K+:17].[O-:18][C:19]([O-:20])=[O:21].[OH:1][c:2]1[cH:3][cH:4][c:5]2[c:9]([cH:10]1)[C:8](=[O:11])[NH:7][CH2:6]2>>[O:1]([c:2]1[cH:3][cH:4][c:5]2[c:9]([cH:10]1)[C:8](=[O:11])[NH:7][CH2:6]2)[CH2:14][C:13]#[CH:12]. The reactants are CC1=NC(C)(C)CO1, COc1ccc([N+](=O)[O-])cc1C=O, Cc1ccccc1. Yields the product COc1ccc([N+](=O)[O-])cc1C=CC1=NC(C)(C)CO1. As a reaction SMILES: [CH3:14][C:15]1=[N:19][C:18]([CH3:20])([CH3:21])[CH2:17][O:16]1.[CH3:1][O:2][c:3]1[c:4]([CH:5]=[O:6])[cH:7][c:8]([N+:11](=[O:12])[O-:13])[cH:9][cH:10]1.[CH3:22][c:23]1[cH:24][cH:25][cH:26][cH:27][cH:28]1>>[CH3:1][O:2][c:3]1[c:4]([CH:5]=[CH:14][C:15]2=[N:19][C:18]([CH3:20])([CH3:21])[CH2:17][O:16]2)[cH:7][c:8]([N+:11](=[O:12])[O-:13])[cH:9][cH:10]1. Reactants: CC(C)C[AlH]CC(C)C, ClCCl, [F-], [Na+], O, ON=C1CCCc2[nH]ccc21. The product is c1cc2c([nH]1)CCCCN2. RXN SMILES: [CH3:12][CH:13]([CH2:14][AlH:15][CH2:16][CH:17]([CH3:18])[CH3:19])[CH3:20].[Cl:24][CH2:25][Cl:26].[F-:21].[Na+:22].[OH2:23].[nH:1]1[cH:2][cH:3][c:4]2[c:9]1[CH2:8][CH2:7][CH2:6][C:5]2=[N:10][OH:11]>>[nH:1]1[cH:2][cH:3][c:4]2[c:9]1[CH2:8][CH2:7][CH2:6][CH2:5][NH:10]2. Reactants: O=C(Cl)c1c(F)cccc1F, CCOC(=N)N1Cc2ccccc2-c2ccccc2C1. The product is CCOC(=NC(=O)c1c(F)cccc1F)N1Cc2ccccc2-c2ccccc2C1. RXN SMILES: [F:21][c:22]1[c:23]([C:24](=[O:25])[Cl:26])[c:27]([F:31])[cH:28][cH:29][cH:30]1.[cH:1]1[cH:2][cH:3][cH:4][c:5]2[c:11]1-[c:10]1[c:9]([cH:15][cH:14][cH:13][cH:12]1)[CH2:8][N:7]([C:16]([O:17][CH2:18][CH3:19])=[NH:20])[CH2:6]2>>[cH:1]1[cH:2][cH:3][cH:4][c:5]2[c:11]1-[c:10]1[c:9]([cH:15][cH:14][cH:13][cH:12]1)[CH2:8][N:7]([C:16]([O:17][CH2:18][CH3:19])=[N:20][C:24]([c:23]1[c:22]([F:21])[cH:30][cH:29][cH:28][c:27]1[F:31])=[O:25])[CH2:6]2.